This data is from the Open Reaction Database (ORD), a public repository of structured organic reaction records. The task is: describe an organic reaction: reactants, conditions, products, and yield The reactants are C[O-].[Na+] (sodium methoxide), CO (methanol), C(C)(=O)OC1=CC=C(C=C)C=C1 (p-acetoxystyrene). The solvent is C(C)(=O)OCC (ethyl acetate). Run at temperature 0 celsius, time 5 hour. The product is OC1=CC=C(C=C)C=C1 (p-hydroxystyrene). Isolated yield 178.2%. As a reaction SMILES: C([O:4][C:5]1[CH:12]=[CH:11][C:8]([CH:9]=[CH2:10])=[CH:7][CH:6]=1)(=O)C.C[O-].[Na+].CO>C(OCC)(=O)C>[OH:4][C:5]1[CH:12]=[CH:11][C:8]([CH:9]=[CH2:10])=[CH:7][CH:6]=1 |f:1.2|. Procedure: 10.0 g of p-acetoxystyrene was dissolved in 40.0 g of ethyl acetate, and the resulting solution was cooled to 0° C. Subsequently, 4.76 g of sodium methoxide (a 28 mass % methanol solution) was added dropwise over 30 minutes, and the resulting solution was stirred at room temperature for 5 hours. The organic layer was washed with distilled water three times and dried over anhydrous sodium sulfate, and the solvent was removed by distillation to obtain 13.2 g of p-hydroxystyrene (the compound repre...